This data is from the Open Reaction Database (ORD), a public repository of structured organic reaction records. The task is: describe an organic reaction: reactants, conditions, products, and yield The reactants are Cc1noc2cc(F)ccc12, O=[N+]([O-])O, O=S(=O)(O)O. Yields the product Cc1noc2cc(F)c([N+](=O)[O-])cc12. RXN SMILES: [F:1][c:2]1[cH:3][c:4]2[c:5]([c:6]([CH3:9])[n:7][o:8]2)[cH:10][cH:11]1.[OH:12][N+:13]([O-:14])=[O:15].[S:16](=[O:17])(=[O:18])([OH:19])[OH:20]>>[F:1][c:2]1[cH:3][c:4]2[c:5]([c:6]([CH3:9])[n:7][o:8]2)[cH:10][c:11]1[N+:13](=[O:12])[O-:14]. Reactants: C(=O)(O)C1N2N(CC=C1)C(N(C2=O)CC(=O)O)=O (5-carboxy-2,3,5,8-tetrahydro-1,3-dioxo-1H-1,2,4-triazolo[1,2-a]pyridazine-2-acetic acid). Run in O1CCOCC1 (dioxan), [Pd] (palladium-on-charcoal). The product is C(=O)(O)C1N2N(CCC1)C(N(C2=O)CC(=O)O)=O (5-carboxy2,3,5,6,7,8-hexahydro-1,3-dioxo-1H-1,2,4-triazolo[1,2-a]pyridazine-2-acetic acid). Yield: 66.1%. RXN SMILES: [C:1]([CH:4]1[CH:9]=[CH:8][CH2:7][N:6]2[C:10](=[O:18])[N:11]([CH2:14][C:15]([OH:17])=[O:16])[C:12](=[O:13])[N:5]12)([OH:3])=[O:2]>O1CCOCC1.[Pd]>[C:1]([CH:4]1[CH2:9][CH2:8][CH2:7][N:6]2[C:10](=[O:18])[N:11]([CH2:14][C:15]([OH:17])=[O:16])[C:12](=[O:13])[N:5]12)([OH:3])=[O:2]. Procedure details: 0.75 g of 5-carboxy-2,3,5,8-tetrahydro-1,3-dioxo-1H-1,2,4-triazolo[1,2-a]pyridazine-2-acetic acid was dissolved in 50 ml of dioxan and hydrogenated in the presence of 10% palladium-on-charcoal at room temperature for 3 hours. The catalyst was filtered off and the filtrate was evaporated to give a colourless solid. This solid was recrystallized from acetonitrile to give 0.50 g (67%) of 5-carboxy2,3,5,6,7,8-hexahydro-1,3-dioxo-1H-1,2,4-triazolo[1,2-a]pyridazine-2-acetic acid of melting point 224°-...